Dataset: the Open Reaction Database (ORD), a public repository of structured organic reaction records. Task: describe an organic reaction: reactants, conditions, products, and yield Starting materials: COc1ccc(C(=O)c2ccc(OC)cc2)cc1, CCO, Cl, NO, [Na+], [OH-]. Reaction SMILES: [CH3:1][O:2][c:3]1[cH:4][cH:5][c:6]([C:7](=[O:8])[c:9]2[cH:10][cH:11][c:12]([O:15][CH3:16])[cH:13][cH:14]2)[cH:17][cH:18]1.[CH3:24][CH2:25][OH:26].[ClH:19].[NH2:20][OH:21].[Na+:23].[OH-:22]>>[CH3:1][O:2][c:3]1[cH:4][cH:5][c:6]([C:7]([c:9]2[cH:10][cH:11][c:12]([O:15][CH3:16])[cH:13][cH:14]2)=[N:20][OH:21])[cH:17][cH:18]1. Yields the product COc1ccc(C(=NO)c2ccc(OC)cc2)cc1. Starting materials: CC(C)(C)OC(=O)N1CCC(CC=C(Br)Br)CC1, [Li]CCCC, C1CCOC1. Yields the product C#CCC1CCN(C(=O)OC(C)(C)C)CC1. Reaction SMILES: [C:1]([CH3:2])([CH3:3])([CH3:4])[O:5][C:6](=[O:7])[N:8]1[CH2:9][CH2:10][CH:11]([CH2:14][CH:15]=[C:16]([Br:17])[Br:18])[CH2:12][CH2:13]1.[CH2:19]([Li:20])[CH2:21][CH2:22][CH3:23].[CH2:24]1[O:25][CH2:26][CH2:27][CH2:28]1>>[C:1]([CH3:2])([CH3:3])([CH3:4])[O:5][C:6](=[O:7])[N:8]1[CH2:9][CH2:10][CH:11]([CH2:14][C:15]#[CH:16])[CH2:12][CH2:13]1. Reactants: hydrochloride salt, N(=[N+]=[N-])CC1OC2=C(C1)C=CC=C2C2=C(C=CC=C2)Cl ((±)-2-(azidomethyl)-7-(2-chlorophenyl)-2,3-dihydro-1-benzofuran). The reagents and catalysts are [Pt] (sulfided platinum on carbon). Yields the product ClC1=C(C=CC=C1)C1=CC=CC=2CC(OC21)CN ((±)-1-[7-(2-chlorophenyl)-2,3-dihydro-1-benzofuran-2-yl]methanamine). Isolated yield 57.0%. Reaction SMILES: [N:1]([CH2:4][CH:5]1[CH2:9][C:8]2[CH:10]=[CH:11][CH:12]=[C:13]([C:14]3[CH:19]=[CH:18][CH:17]=[CH:16][C:15]=3[Cl:20])[C:7]=2[O:6]1)=[N+]=[N-]>[Pt]>[Cl:20][C:15]1[CH:16]=[CH:17][CH:18]=[CH:19][C:14]=1[C:13]1[C:7]2[O:6][CH:5]([CH2:4][NH2:1])[CH2:9][C:8]=2[CH:10]=[CH:11][CH:12]=1. Procedure: Treatment of (±)-[7-(2-chlorophenyl)-2,3-dihydro-1-benzofuran-2-yl]methyl 4-methylbenzenesulfonate (2.6 g, 6.26 mmol) with sodium azide (1.63 g, 25.05 mmol) generally according to the procedure described for Intermediate 98 gave (±)-2-(azidomethyl)-7-(2-chlorophenyl)-2,3-dihydro-1-benzofuran. Treatment of the azide with sulfided platinum on carbon (0.17 g, 5 wt. %) generally according to the procedure described for Example 1 provided 1.05 g (57%) of (±)-1-[7-(2-chlorophenyl)-2,3-dihydro-1-benzof...